Dataset: the Open Reaction Database (ORD), a public repository of structured organic reaction records. Task: describe an organic reaction: reactants, conditions, products, and yield Product: [Na].C(C)(=O)OC1=CC=C(C=C1)C(C1=NC=CC=C1)C1=CC=C(C=C1)OS(=O)(=O)O (4-acetoxyphenyl-4-sulphoxyphenyl-(2pyridyl)-methane sodium salt). Reactants: [Na].OC1=CC=C(C=C1)C(C1=NC=CC=C1)C1=CC=C(C=C1)OS(=O)(=O)O (4-hydroxyphenyl-4-sulphoxyphenyl-(2-pyridyl)-methane sodium salt), C(C)(=O)OC(C)=O (acetic anhydride), C(C)(=O)[O-].[Na+] (sodium acetate). Procedure details: 100 g. 4-hydroxyphenyl-4-sulphoxyphenyl-(2-pyridyl)-methane sodium salt were treated with 400 ml. acetic anhydride and 100 g. anhydrous sodium acetate under conditions similar to those described in Example 4. The reaction mixture was filtered and the filtrate was concentrated at a reduced temperature and under reduced pressure. By subsequently adding excess diethyl ether, there was obtained a crystalline solid which was further purified with appropriate mixtures of ethanol and diethyl ether. A h... As a reaction SMILES: [Na:1].[OH:2][C:3]1[CH:8]=[CH:7][C:6]([CH:9]([C:16]2[CH:21]=[CH:20][C:19]([O:22][S:23]([OH:26])(=[O:25])=[O:24])=[CH:18][CH:17]=2)[C:10]2[CH:15]=[CH:14][CH:13]=[CH:12][N:11]=2)=[CH:5][CH:4]=1.[C:27](OC(=O)C)(=[O:29])[CH3:28].C([O-])(=O)C.[Na+]>>[Na:1].[C:27]([O:2][C:3]1[CH:4]=[CH:5][C:6]([CH:9]([C:16]2[CH:21]=[CH:20][C:19]([O:22][S:23]([OH:26])(=[O:25])=[O:24])=[CH:18][CH:17]=2)[C:10]2[CH:15]=[CH:14][CH:13]=[CH:12][N:11]=2)=[CH:7][CH:8]=1)(=[O:29])[CH3:28] |f:0.1,3.4,5.6,^1:0,38|. Reactants: OC(CN)C1=CC(=CC=C1)C(F)(F)F (2-hydroxy-2-(3-trifluoromethylphenyl) ethanamine), C(=O)(OC)C1=CC=C(C=C1)CCC(C)=O (4-(4-carbomethoxyphenyl)butan-2-one), [BH4-].[Na+] (sodium borohydride). Solvent: C1=CC=CC=C1 (benzene), CO (methanol). Yields the product C(=O)(OC)C1=CC=C(C=C1)CCC(C)NCC(C1=CC(=CC=C1)C(F)(F)F)O (N-(3-(4-Carbomethoxyphenyl)-1-methylpropyl)-2-hydroxy-2-(3-trifluoromethylphenyl)ethanamine). As a reaction SMILES: [OH:1][CH:2]([C:5]1[CH:10]=[CH:9][CH:8]=[C:7]([C:11]([F:14])([F:13])[F:12])[CH:6]=1)[CH2:3][NH2:4].[C:15]([C:19]1[CH:24]=[CH:23][C:22]([CH2:25][CH2:26][C:27](=O)[CH3:28])=[CH:21][CH:20]=1)([O:17][CH3:18])=[O:16].[BH4-].[Na+]>C1C=CC=CC=1.CO>[C:15]([C:19]1[CH:24]=[CH:23][C:22]([CH2:25][CH2:26][CH:27]([NH:4][CH2:3][CH:2]([OH:1])[C:5]2[CH:10]=[CH:9][CH:8]=[C:7]([C:11]([F:12])([F:13])[F:14])[CH:6]=2)[CH3:28])=[CH:21][CH:20]=1)([O:17][CH3:18])=[O:16] |f:2.3|. Procedure details: A solution of 2-hydroxy-2-(3-trifluoromethylphenyl) ethanamine (3 g) and 4-(4-carbomethoxyphenyl)butan-2-one (3 g) in benzene was boiled for 21/2 hours with azeotropic removal of water and then evaporated to give an oil which was dissolved in methanol and this solution was treated with sodium borohydride (2 g) at 0° C. After 2 hours the solution was evaporated, diluted with water and extracted with dichloromethane and the product from the dried (MgSO4) organic extracts was chromatographed on sil... The reactants are NC1=NC=CC(=C1N)C (2,3-Diamino-4-methylpyridine), C(C)OC(OCC)(OCC)OCC (tetraethoxymethane), C(C)(C)OC(C)C (diisopropyl ether). Conditions: temperature 150 celsius, time 2 hour. The product is C(C)OC1=NC=2C(=NC=CC2C)N1 (2-ethoxy-7-methyl-3H-imidazo[4,5-b]pyridine). Yield: 68.0%. As a reaction SMILES: [NH2:1][C:2]1[C:7]([NH2:8])=[C:6]([CH3:9])[CH:5]=[CH:4][N:3]=1.[CH2:10]([O:12][C:13](OCC)(OCC)OCC)[CH3:11].C(OC(C)C)(C)C>>[CH2:10]([O:12][C:13]1[NH:1][C:2]2=[N:3][CH:4]=[CH:5][C:6]([CH3:9])=[C:7]2[N:8]=1)[CH3:11]. Procedure: 2,3-Diamino-4-methylpyridine (U.S. Pat. No. 5,332,744; 2.00 g, 16.2 mmol) and tetraethoxymethane (15.0 mL, 71.7 mmol) were mixed, and the mixture was stirred at 150° C. for 2 hr. The mixture was cooled to room temperature, diisopropyl ether (15 mL) was added thereto and the precipitated solid was collected by filtration to give the title compound (1.96 g, 68%).